Dataset: the Open Reaction Database (ORD), a public repository of structured organic reaction records. Task: describe an organic reaction: reactants, conditions, products, and yield The reactants are FC1=C(C=C(C(=C1)O)F)NC(=O)C=1C(N(N(C1C)C)C1=CC=CC=C1)=O (N-(2,5-difluoro-4-hydroxyphenyl)-1,5-dimethyl-3-oxo-2-phenyl-2,3-dihydro-1H-pyrazole-4-carboxamide), CC(C)(C)[O-].[K+] (t-BuOK), CN(C)C=O (DMF), ClC=1C(=NC=CC1Cl)C(=O)N (3,4-dichloropicolinamide). Conditions: time 30 minute. The product is NC1=NC=CC(=C1Cl)OC1=CC(=C(C=C1F)NC(=O)C=1C(N(N(C1C)C)C1=CC=CC=C1)=O)F (N-(4-((2-amino-3-chloropyridin-4-yl)oxy)-2,5-difluorophenyl)-1,5-dimethyl-3-oxo-2-phenyl-2,3-dihydro-1H-pyrazole-4-carboxamide). Yield: 60.0%. RXN SMILES: [F:1][C:2]1[CH:7]=[C:6]([OH:8])[C:5]([F:9])=[CH:4][C:3]=1[NH:10][C:11]([C:13]1[C:14](=[O:26])[N:15]([C:20]2[CH:25]=[CH:24][CH:23]=[CH:22][CH:21]=2)[N:16]([CH3:19])[C:17]=1[CH3:18])=[O:12].CC([O-])(C)C.[K+].[Cl:33][C:34]1[C:35](C(N)=O)=[N:36][CH:37]=[CH:38][C:39]=1Cl.C[N:45](C=O)C>>[NH2:45][C:35]1[C:34]([Cl:33])=[C:39]([O:8][C:6]2[C:5]([F:9])=[CH:4][C:3]([NH:10][C:11]([C:13]3[C:14](=[O:26])[N:15]([C:20]4[CH:21]=[CH:22][CH:23]=[CH:24][CH:25]=4)[N:16]([CH3:19])[C:17]=3[CH3:18])=[O:12])=[C:2]([F:1])[CH:7]=2)[CH:38]=[CH:37][N:36]=1 |f:1.2|. Procedure: To a solution of N-(2,5-difluoro-4-hydroxyphenyl)-1,5-dimethyl-3-oxo-2-phenyl-2,3-dihydro-1H-pyrazole-4-carboxamide (395 mg, 1.1 mmol) in DMF (5.0 mL) was added t-BuOK (202 mg, 1.8 mmol) and the mixture was stirred at rt for 30 minutes. Then 3,4-dichloropicolinamide (190 mg, 1.0 mmol) was added and the mixture was microwaved at 120° C. for 2 hours, then cooled to rt, quenched with water (30 mL) and extracted with EtOAc (50 mL×3). The combined organic phases were washed with brine (50 mL×3), drie...